From a dataset of the Open Reaction Database (ORD), a public repository of structured organic reaction records. describe an organic reaction: reactants, conditions, products, and yield Procedure: The compound is prepared by a method analogous to that of Example 20 from N-[3-[3-(1-piperidinylmethyl)phenoxy]propyl]-hydrazine carboxamide and benzyl isocyanate. The analytical values are summarized in Table I. As a reaction SMILES: [N:1]1([CH2:7][C:8]2[CH:9]=[C:10]([CH:20]=[CH:21][CH:22]=2)[O:11][CH2:12][CH2:13][CH2:14][NH:15][C:16]([NH:18][NH2:19])=[O:17])[CH2:6][CH2:5][CH2:4][CH2:3][CH2:2]1.[CH2:23]([N:30]=[C:31]=[O:32])[C:24]1[CH:29]=[CH:28][CH:27]=[CH:26][CH:25]=1>>[CH2:23]([NH:30][C:31]([NH:19][NH:18][C:16]([NH:15][CH2:14][CH2:13][CH2:12][O:11][C:10]1[CH:20]=[CH:21][CH:22]=[C:8]([CH2:7][N:1]2[CH2:6][CH2:5][CH2:4][CH2:3][CH2:2]2)[CH:9]=1)=[O:17])=[O:32])[C:24]1[CH:29]=[CH:28][CH:27]=[CH:26][CH:25]=1. The product is C(C1=CC=CC=C1)NC(=O)NNC(=O)NCCCOC1=CC(=CC=C1)CN1CCCCC1 (N-Benzyl-N'-[3-[3-(1-piperidinylmethyl)-phenoxy]propyl]1,2-hydrazine dicarboxamide). Starting materials: N1(CCCCC1)CC=1C=C(OCCCNC(=O)NN)C=CC1 (N-[3-[3-(1-piperidinylmethyl)phenoxy]propyl]-hydrazine carboxamide), C(C1=CC=CC=C1)N=C=O (benzyl isocyanate). Starting materials: C1CCOC1, CCOc1ccc(C(CO)C(F)(F)F)cc1, Cl, Fc1ccc(CBr)cc1Nc1ccccc1, [H-], [Na+], O. The product is CCOc1ccc(C(COCc2ccc(F)c(Nc3ccccc3)c2)C(F)(F)F)cc1. RXN SMILES: [CH2:36]1[O:37][CH2:38][CH2:39][CH2:40]1.[CH2:3]([CH3:4])[O:5][c:6]1[cH:7][cH:8][c:9]([CH:12]([CH2:13][OH:14])[C:15]([F:16])([F:17])[F:18])[cH:10][cH:11]1.[ClH:35].[F:19][c:20]1[c:21]([NH:28][c:29]2[cH:30][cH:31][cH:32][cH:33][cH:34]2)[cH:22][c:23]([CH2:24][Br:25])[cH:26][cH:27]1.[H-:1].[Na+:2].[OH2:41]>>[CH2:3]([CH3:4])[O:5][c:6]1[cH:7][cH:8][c:9]([CH:12]([CH2:13][O:14][CH2:24][c:23]2[cH:22][c:21]([NH:28][c:29]3[cH:30][cH:31][cH:32][cH:33][cH:34]3)[c:20]([F:19])[cH:27][cH:26]2)[C:15]([F:16])([F:17])[F:18])[cH:10][cH:11]1.